This data is from the Open Reaction Database (ORD), a public repository of structured organic reaction records. The task is: describe an organic reaction: reactants, conditions, products, and yield Reactants: C(C1=CC=CC=C1)OC([C@@H](N[C@@H](CCC1=CC=CC=C1)P(=O)(OCC)OCC)CC(C)C)=O (N-[1-(R)-diethoxyphosphoryl-3-phenylpropyl]-L-leucine benzyl ester), Pd--C, [H][H] (hydrogen). Solvent: C(C)O (ethanol). Product: C(C)OP(=O)(OCC)[C@H](CCC1=CC=CC=C1)N[C@@H](CC(C)C)C(=O)O (N-[1-(R)-diethoxyphosphoryl-3-phenylpropyl]-L-leucine). The yield is 101.9%. Reaction SMILES: C([O:8][C:9](=[O:33])[C@H:10]([CH2:29][CH:30]([CH3:32])[CH3:31])[NH:11][C@H:12]([P:21]([O:26][CH2:27][CH3:28])([O:23][CH2:24][CH3:25])=[O:22])[CH2:13][CH2:14][C:15]1[CH:20]=[CH:19][CH:18]=[CH:17][CH:16]=1)C1C=CC=CC=1.[H][H]>C(O)C>[CH2:27]([O:26][P:21]([C@@H:12]([NH:11][C@H:10]([C:9]([OH:33])=[O:8])[CH2:29][CH:30]([CH3:31])[CH3:32])[CH2:13][CH2:14][C:15]1[CH:16]=[CH:17][CH:18]=[CH:19][CH:20]=1)([O:23][CH2:24][CH3:25])=[O:22])[CH3:28]. Procedure details: To a solution of 230 mg of N-[1-(R)-diethoxyphosphoryl-3-phenylpropyl]-L-leucine benzyl ester in 5 ml of 95% ethanol was added 50 mg of 10% Pd--C, and the mixture was stirred under an atmospheric pressure of hydrogen at room temperature for 3 hours. The Pd--C was filtered off, and the solvent was distilled off under reduced pressure to yield the title compound as a colorless oil (190 mg). The yield is 72.5%. RXN SMILES: [NH2:1][C:2]1[CH:7]=[CH:6][C:5]([CH2:8][C:9]([O:11][CH2:12][CH3:13])=[O:10])=[CH:4][CH:3]=1.[C:14]1([CH3:23])[CH:19]=[CH:18][C:17]([C:20](Cl)=[O:21])=[CH:16][CH:15]=1.[OH-].[Na+].C(OCC)(=O)C>C1C=CC=CC=1.O>[CH3:23][C:14]1[CH:19]=[CH:18][C:17]([C:20]([NH:1][C:2]2[CH:3]=[CH:4][C:5]([CH2:8][C:9]([O:11][CH2:12][CH3:13])=[O:10])=[CH:6][CH:7]=2)=[O:21])=[CH:16][CH:15]=1 |f:2.3|. Solvent: O (water), O (water), C1=CC=CC=C1 (benzene), C1=CC=CC=C1 (benzene). The reactants are [OH-].[Na+] (NaOH), C(C)(=O)OCC (ethyl acetate), NC1=CC=C(C=C1)CC(=O)OCC (ethyl 4-aminophenylacetate), C1(=CC=C(C=C1)C(=O)Cl)C (p-toluoyl chloride). The product is CC1=CC=C(C(=O)NC2=CC=C(C=C2)CC(=O)OCC)C=C1 (ethyl 4-(4-methylbenzoylamino)phenylacetate). Conditions: time 15 minute. Procedure details: 10 g of ethyl 4-aminophenylacetate was dissolved in 120 ml of benzene and to this was further added 25 ml of water. To this solution were added dropwise a solution of 8.6 g of p-toluoyl chloride dissolved in 20 ml of benzene and a solution of 2.4 g of 93% NaOH dissolved in 25 ml of water simultaneously under stirring over 15 minutes. After completion of the dropwise addition, the solution was stirred for 3 hours and allowed to stand overnight. After adding 200 ml of ethyl acetate, the oil layer ... The reactants are O=C(n1ccnc1)n1ccnc1, Cn1nnc2ccc(C(=O)O)cc21, CNOC, CN(C)C=O, Cl. Product: CON(C)C(=O)c1ccc2nnn(C)c2c1. RXN SMILES: [C:14]([n:15]1[cH:16][cH:17][n:18][cH:19]1)([n:20]1[cH:21][cH:22][n:23][cH:24]1)=[O:25].[CH3:1][n:2]1[n:3][n:4][c:5]2[c:6]1[cH:7][c:8]([C:11](=[O:12])[OH:13])[cH:9][cH:10]2.[CH3:27][NH:28][O:29][CH3:30].[CH3:31][N:32]([CH3:33])[CH:34]=[O:35].[ClH:26]>>[CH3:1][n:2]1[n:3][n:4][c:5]2[c:6]1[cH:7][c:8]([C:11](=[O:13])[N:28]([CH3:27])[O:29][CH3:30])[cH:9][cH:10]2. Starting materials: Cl.C(C)N=C=NCCCN(C)C (1-ethyl-3-(3-dimethylaminopropyl)carbodiimide hydrochloride), C1(=CC=CC=C1)C(OC(=O)C1OC(CC1C(=O)O)=O)C1=CC=CC=C1 ((2RS,3SR)-2-diphenylmethoxycarbonyl-5-oxotetrahydrofuran-3-carboxylic acid), C(C)(C)(C)O (tert-butanol). The reagents and catalysts are CN(C1=CC=NC=C1)C (4-dimethylaminopyridine). The solvent is C(Cl)Cl (methylene chloride), C(Cl)Cl (methylene chloride). Conditions: time 13 hour. Yields the product O=C1CC(C(O1)C(=O)OC(C1=CC=CC=C1)C1=CC=CC=C1)C(=O)OC(C)(C)C (3-tert-butyl 2-diphenylmethyl (2RS,3RS)-5-oxotetrahydrofuran-2,3-dicarboxylate). The yield is 77.9%. RXN SMILES: [C:1]1([CH:7]([C:20]2[CH:25]=[CH:24][CH:23]=[CH:22][CH:21]=2)[O:8][C:9]([CH:11]2[CH:15]([C:16]([OH:18])=[O:17])[CH2:14][C:13](=[O:19])[O:12]2)=[O:10])[CH:6]=[CH:5][CH:4]=[CH:3][CH:2]=1.[C:26](O)([CH3:29])([CH3:28])[CH3:27].Cl.C(N=C=NCCCN(C)C)C>CN(C)C1C=CN=CC=1.C(Cl)Cl>[O:19]=[C:13]1[O:12][CH:11]([C:9]([O:8][CH:7]([C:1]2[CH:2]=[CH:3][CH:4]=[CH:5][CH:6]=2)[C:20]2[CH:25]=[CH:24][CH:23]=[CH:22][CH:21]=2)=[O:10])[CH:15]([C:16]([O:18][C:26]([CH3:29])([CH3:28])[CH3:27])=[O:17])[CH2:14]1 |f:2.3|. Procedure details: 163 mg of (2RS,3SR)-2-diphenylmethoxycarbonyl-5-oxotetrahydrofuran-3-carboxylic acid, 59 mg of 4-dimethylaminopyridine and 36 mg of tert-butanol, were dissolved in 4 ml of methylene chloride, and 110 mg of 1-ethyl-3-(3-dimethylaminopropyl)carbodiimide hydrochloride was added thereto, followed by stirring at room temperature for 13 hours. The reaction solution was diluted with methylene chloride, then sequentially washed with a 10% citric acid aqueous solution, a saturated sodium hydrogencarbonat... Reactants: CN(CCN(C)C)C (N,N,N′,N′-tetramethylethylendiamine), C1(=CC=CC=C1)C (toluene), NC1=NC=CN=C1 (2-Aminopyrazine), CCCCCC (n-hexane). Run in C1CCOC1 (THF). Reaction conditions: temperature 60 celsius, time 30 minute. The product is NC1=NC=CN=C1CC1=CC=CC=C1 (2-Amino-3-benzylpyrazine). Yield: 37.3%. RXN SMILES: CN(C)CCN(C)C.[C:9]1([CH3:15])[CH:14]=[CH:13][CH:12]=[CH:11][CH:10]=1.CCCCCC.[NH2:22][C:23]1[CH:28]=[N:27][CH:26]=[CH:25][N:24]=1>C1COCC1>[NH2:22][C:23]1[C:28]([CH2:15][C:9]2[CH:14]=[CH:13][CH:12]=[CH:11][CH:10]=2)=[N:27][CH:26]=[CH:25][N:24]=1. Reported procedure: To a mixture of N,N,N′,N′-tetramethylethylendiamine (TMEDA, 15.00 mL, 0.10 mol) in toluene (22.00 mL, 0.21 mol) at 0° C., buthyllitium 1.6M in n-hexane (63.00 mL, 0.10 mol) was added dropwise. Then the mixture was heated at 60° C. and after 30 min was slowly added to a cooled solution of 2-aminopyrazine 11 (2.00 g, 0.02 mol) in anhydrous THF (20 mL). The reaction mixture was stirred at 0° C. for 30 min, poured into ice and extracted with ethyl acetate (3×20 mL). The organic layer was dried over ...